This data is from the Open Reaction Database (ORD), a public repository of structured organic reaction records. The task is: describe an organic reaction: reactants, conditions, products, and yield The solvent is CO (MeOH). Reaction conditions: temperature -45 celsius, time 20 minute. As a reaction SMILES: C([O:3][C:4](=O)[CH2:5][C:6]([C@H:8]1[CH2:13][CH2:12][N:11]([C:14]([O:16][CH3:17])=[O:15])[C@@H:10]([C:18]2[CH:23]=[CH:22][C:21]([C:24]([F:27])([F:26])[F:25])=[CH:20][C:19]=2[F:28])[CH2:9]1)=[O:7])C.[OH-].[Na+].[NH2:32]O.Cl>CO>[F:28][C:19]1[CH:20]=[C:21]([C:24]([F:27])([F:26])[F:25])[CH:22]=[CH:23][C:18]=1[C@H:10]1[CH2:9][C@@H:8]([C:6]2[O:7][NH:32][C:4](=[O:3])[CH:5]=2)[CH2:13][CH2:12][N:11]1[C:14]([O:16][CH3:17])=[O:15] |f:1.2|. Procedure: Cis-methyl 4-(3-ethoxy-3-oxopropanoyl)-2-(2-fluoro-4-(trifluoromethyl)phenyl)piperidine-1-carboxylate (3 g, 7.15 mmol) was dissolved in MeOH (25 mL) and cooled to −45° C. under nitrogen. Sodium hydroxide (2.104 mL, 7.15 mmol) was added during 10 min and the yellow solution continued to stir at −45° C. for 20 min. Hydroxylamine (50% by weight in water, 0.438 mL, 7.15 mmol) was added during 8 min. The resulting solution was stirred at −45° C. for 3 h. The mixture was then rapidly poured into a pre... Product: FC1=C(C=CC(=C1)C(F)(F)F)[C@@H]1N(CC[C@@H](C1)C1=CC(NO1)=O)C(=O)OC (Cis-methyl 2-(2-fluoro-4-(trifluoromethyl)phenyl)-4-(3-oxo-2,3-dihydroisoxazol-5-yl)piperidine-1-carboxylate). Isolated yield 76.4%. Reactants: Cl (hydrogen chloride), C(C)OC(CC(=O)[C@@H]1C[C@@H](N(CC1)C(=O)OC)C1=C(C=C(C=C1)C(F)(F)F)F)=O (Cis-methyl 4-(3-ethoxy-3-oxopropanoyl)-2-(2-fluoro-4-(trifluoromethyl)phenyl)piperidine-1-carboxylate), NO (Hydroxylamine), [OH-].[Na+] (Sodium hydroxide).